This data is from the Open Reaction Database (ORD), a public repository of structured organic reaction records. The task is: describe an organic reaction: reactants, conditions, products, and yield Yields the product CN1CCN(c2ccc(N)c(N)c2F)CC1. Reactants: CCOC(C)=O, CN1CCN(c2ccc([N+](=O)[O-])c(N)c2F)CC1, O=[Mn]=O. Reaction SMILES: [CH3:22][CH2:23][O:24][C:25]([CH3:26])=[O:27].[F:1][c:2]1[c:3]([NH2:18])[c:4]([N+:15]([O-:16])=[O:17])[cH:5][cH:6][c:7]1[N:8]1[CH2:9][CH2:10][N:11]([CH3:14])[CH2:12][CH2:13]1.[O:19]=[Mn:20]=[O:21]>>[F:1][c:2]1[c:3]([NH2:18])[c:4]([NH2:15])[cH:5][cH:6][c:7]1[N:8]1[CH2:9][CH2:10][N:11]([CH3:14])[CH2:12][CH2:13]1. Reactants: CC(=O)Nc1cccn2c(C)c(CCc3ccc4nc(N)oc4c3)nc12, O=C([O-])[O-], CCOC(C)=O, CCO, Cl, [K+], [K+]. Yields the product Cc1c(CCc2ccc3nc(N)oc3c2)nc2c(N)cccn12. As a reaction SMILES: [C:1](=[O:2])([CH3:3])[NH:4][c:5]1[c:6]2[n:7]([cH:8][cH:9][cH:10]1)[c:11]([CH3:26])[c:12]([CH2:14][CH2:15][c:16]1[cH:17][c:18]3[c:19]([n:20][c:21]([NH2:23])[o:22]3)[cH:24][cH:25]1)[n:13]2.[C:34](=[O:35])([O-:36])[O-:37].[CH3:28][CH2:29][O:30][C:31](=[O:32])[CH3:33].[CH3:40][CH2:41][OH:42].[ClH:27].[K+:38].[K+:39]>>[NH2:4][c:5]1[c:6]2[n:7]([cH:8][cH:9][cH:10]1)[c:11]([CH3:26])[c:12]([CH2:14][CH2:15][c:16]1[cH:17][c:18]3[c:19]([n:20][c:21]([NH2:23])[o:22]3)[cH:24][cH:25]1)[n:13]2. Starting materials: O (water), C1NCC2=CC=CC=C12 (isoindoline), C(C)OC(=O)OC=1C=C(C=CCCl)C=CC1OC(=O)OCC (3,4-diethoxycarbonyloxycinnamyl chloride). RXN SMILES: C(OC([O:6][C:7]1[CH:8]=[C:9]([CH:14]=[CH:15][C:16]=1[O:17]C(OCC)=O)[CH:10]=[CH:11][CH2:12]Cl)=O)C.[CH2:23]1[C:31]2[C:26](=[CH:27][CH:28]=[CH:29][CH:30]=2)[CH2:25][NH:24]1.O>C1C=CC=CC=1>[OH:6][C:7]1[CH:8]=[C:9]([CH:14]=[CH:15][C:16]=1[OH:17])[CH:10]=[CH:11][CH2:12][N:24]1[CH2:25][C:26]2[C:31](=[CH:30][CH:29]=[CH:28][CH:27]=2)[CH2:23]1. The product is OC=1C=C(C=CCN2CC3=CC=CC=C3C2)C=CC1O (N-(3,4-dihydroxycinnamyl)-isoindoline). Run at time 2 hour. Reported procedure: The process for preparing this compound and its physical properties will be given below. A solution of 2.6 grams of 3,4-diethoxycarbonyloxycinnamyl chloride in 10 milliliters of benzene is added dropwise with stirring to a solution of 3.8 grams of isoindoline in 20 milliliters of benzene while cooling the reaction system with ice. After completion of the dropping, the reaction is carried out for 2 hours at room temperature. On completion of the reaction, water and a large quantity of benzene are... The yield is 52.0%. Solvent: C1=CC=CC=C1 (benzene), C1=CC=CC=C1 (benzene), C1=CC=CC=C1 (benzene). Product: OCC(=O)NC=1C=C(C=CC1)C=1N=C(SC1)CN1N=CC(=C1)C(=O)O (1-[(4-{3-[(hydroxyacetyl)amino]phenyl}-1,3-thiazol-2-yl)methyl]-1H-pyrazole-4-carboxylic acid). Procedure details: To a solution (4 mL) of the compound (270 mg, 0.63 mmol) obtained in Example 45a in ethanol was added 2N aqueous sodium hydroxide solution (1.7 mL, 3.4 mmol), and the mixture was stirred at room temperature overnight. The reaction mixture was neutralized with 1N aqueous hydrochloric acid solution, saturated brine was added, and the mixture was extracted with ethyl acetate. The obtained organic layer was washed with saturated brine, and dried over anhydrous sodium sulfate. The solvent was evapora... Solvent: C(C)O (ethanol), [Cl-].[Na+].O (brine). RXN SMILES: C([O:4][CH2:5][C:6]([NH:8][C:9]1[CH:10]=[C:11]([C:15]2[N:16]=[C:17]([CH2:20][N:21]3[CH:25]=[C:24]([C:26]([O:28]CC)=[O:27])[CH:23]=[N:22]3)[S:18][CH:19]=2)[CH:12]=[CH:13][CH:14]=1)=[O:7])(=O)C.[OH-].[Na+].Cl>C(O)C.[Cl-].[Na+].O>[OH:4][CH2:5][C:6]([NH:8][C:9]1[CH:10]=[C:11]([C:15]2[N:16]=[C:17]([CH2:20][N:21]3[CH:25]=[C:24]([C:26]([OH:28])=[O:27])[CH:23]=[N:22]3)[S:18][CH:19]=2)[CH:12]=[CH:13][CH:14]=1)=[O:7] |f:1.2,5.6.7|. Yield: 48.7%. Reaction conditions: time 8 hour. Starting materials: Cl (hydrochloric acid), solution, C(C)(=O)OCC(=O)NC=1C=C(C=CC1)C=1N=C(SC1)CN1N=CC(=C1)C(=O)OCC (ethyl 1-{[4-(3-{[(acetyloxy)acetyl]amino}phenyl)-1,3-thiazol-2-yl]methyl}-1H-pyrazole-4-carboxylate), [OH-].[Na+] (sodium hydroxide). Starting materials: CN(C(=O)c1cc2c(s1)-c1ccc(Br)cc1OCC2)c1cc(C(=O)O)ccc1Cl, C1CCOC1, CCN=C=NCCCN(C)C, CCN(C(C)C)C(C)C, NCCO, O, On1nnc2ccccc21. Product: CN(C(=O)c1cc2c(s1)-c1ccc(Br)cc1OCC2)c1cc(C(=O)NCCO)ccc1Cl. Reaction SMILES: [Br:1][c:2]1[cH:3][cH:4][c:5]2[c:6]([cH:29]1)[O:7][CH2:8][CH2:9][c:10]1[c:11]-2[s:12][c:13]([C:15](=[O:16])[N:17]([CH3:18])[c:19]2[cH:20][c:21]([C:22](=[O:23])[OH:24])[cH:25][cH:26][c:27]2[Cl:28])[cH:14]1.[CH2:64]1[O:65][CH2:66][CH2:67][CH2:68]1.[CH3:30][CH2:31][N:32]=[C:33]=[N:34][CH2:35][CH2:36][CH2:37][N:38]([CH3:39])[CH3:40].[CH:51]([N:52]([CH2:53][CH3:54])[CH:55]([CH3:56])[CH3:57])([CH3:58])[CH3:59].[NH2:60][CH2:61][CH2:62][OH:63].[OH2:69].[OH:41][n:42]1[c:43]2[c:44]([cH:45][cH:46][cH:47][cH:48]2)[n:49][n:50]1>>[Br:1][c:2]1[cH:3][cH:4][c:5]2[c:6]([cH:29]1)[O:7][CH2:8][CH2:9][c:10]1[c:11]-2[s:12][c:13]([C:15](=[O:16])[N:17]([CH3:18])[c:19]2[cH:20][c:21]([C:22](=[O:23])[NH:60][CH2:61][CH2:62][OH:63])[cH:25][cH:26][c:27]2[Cl:28])[cH:14]1.